From a dataset of the Open Reaction Database (ORD), a public repository of structured organic reaction records. describe an organic reaction: reactants, conditions, products, and yield Reactants: ClC1=CC=C(C=N1)CS(=O)(=O)CC#N ((6-chloro-pyridin-3-ylmethanesulfonyl)-acetonitrile), FC(F)(F)SCCOS(=O)(=O)C(F)(F)F (trifluoro-methanesulfonic acid 2-trifluoromethylsulfanyl-ethyl ester). Product: ClC1=CC=C(C=N1)CS(=O)(=O)C(C#N)CCSC(F)(F)F (2-(6-Chloro-pyridin-3-ylmethanesulfonyl)-4-trifluoromethylsulfanyl-butyronitrile). RXN SMILES: [Cl:1][C:2]1[N:7]=[CH:6][C:5]([CH2:8][S:9]([CH2:12][C:13]#[N:14])(=[O:11])=[O:10])=[CH:4][CH:3]=1.[F:15][C:16]([S:19][CH2:20][CH2:21]OS(C(F)(F)F)(=O)=O)([F:18])[F:17]>>[Cl:1][C:2]1[N:7]=[CH:6][C:5]([CH2:8][S:9]([CH:12]([CH2:21][CH2:20][S:19][C:16]([F:18])([F:17])[F:15])[C:13]#[N:14])(=[O:10])=[O:11])=[CH:4][CH:3]=1. Procedure: Compound II-7 was prepared from (6-chloro-pyridin-3-ylmethanesulfonyl)-acetonitrile and trifluoro-methanesulfonic acid 2-trifluoromethylsulfanyl-ethyl ester as described for compound II-1. Reaction conditions: time 10 minute. Procedure: A solution of N-(3-methylbutyl)-10-[1-(1-pyrolidinyl)-2-propyl]-2-phenothiazinecarboxamide, L series (1.5 g), and methyl iodide (0.94 cc) in acetone (50 cc) is stirred for 4 days at a temperature in the region of 20° C. The light yellow solution obtained is concentrated to dryness under reduced pressure (30 mm Hg; 4 kPa) at 40° C., and the light cream-colored meringue-like residue is suspended with stirring for 10 minutes in diethyl ether (100 cc), drained, washed with diethyl ether (2×10 cc) an... The reactants are CC(CCNC(=O)C1=CC=2N(C3=CC=CC=C3SC2C=C1)C(CN1CCCC1)C)C (N-(3-methylbutyl)-10-[1-(1-pyrolidinyl)-2-propyl]-2-phenothiazinecarboxamide), CI (methyl iodide). The solvent is CC(=O)C (acetone). The product is [I-].C[N+]1(CCCC1)CC(C)N1C2=CC=CC=C2SC=2C=CC(=CC12)C(NCCC(C)C)=O (1-Methyl-1-{2-[2-(3-methylbutyl)carbamoyl-10-phenothiazinyl]propyl}-pyrrolidinium iodide). RXN SMILES: [CH3:1][CH:2]([CH3:30])[CH2:3][CH2:4][NH:5][C:6]([C:8]1[CH:21]=[CH:20][C:19]2[S:18][C:17]3[C:12](=[CH:13][CH:14]=[CH:15][CH:16]=3)[N:11]([CH:22]([CH3:29])[CH2:23][N:24]3[CH2:28][CH2:27][CH2:26][CH2:25]3)[C:10]=2[CH:9]=1)=[O:7].[CH3:31][I:32]>CC(C)=O>[I-:32].[CH3:31][N+:24]1([CH2:23][CH:22]([N:11]2[C:10]3[CH:9]=[C:8]([C:6](=[O:7])[NH:5][CH2:4][CH2:3][CH:2]([CH3:30])[CH3:1])[CH:21]=[CH:20][C:19]=3[S:18][C:17]3[C:12]2=[CH:13][CH:14]=[CH:15][CH:16]=3)[CH3:29])[CH2:28][CH2:27][CH2:26][CH2:25]1 |f:3.4|. Reactants: C1CCOC1, CC(C)(C)OC(=O)NC1CCC(OS(C)(=O)=O)CC1, FC(F)(F)c1ccc(S)cc1, [K+], [K+], O=C([O-])[O-], O. Yields the product CC(C)(C)OC(=O)NC1CCC(Sc2ccc(C(F)(F)F)cc2)CC1. Reaction SMILES: [CH2:37]1[O:38][CH2:39][CH2:40][CH2:41]1.[CH3:1][S:2]([O:3][CH:6]1[CH2:7][CH2:8][CH:9]([NH:12][C:13](=[O:14])[O:15][C:16]([CH3:17])([CH3:18])[CH3:19])[CH2:10][CH2:11]1)(=[O:4])=[O:5].[F:20][C:21]([c:22]1[cH:23][cH:24][c:25]([SH:28])[cH:26][cH:27]1)([F:29])[F:30].[K+:31].[K+:32].[O-:33][C:34]([O-:35])=[O:36].[OH2:42]>>[CH:6]1([S:28][c:25]2[cH:24][cH:23][c:22]([C:21]([F:20])([F:29])[F:30])[cH:27][cH:26]2)[CH2:7][CH2:8][CH:9]([NH:12][C:13](=[O:14])[O:15][C:16]([CH3:17])([CH3:18])[CH3:19])[CH2:10][CH2:11]1. Starting materials: Cc1nccnc1Oc1ccc(N)cc1, CCOC(=O)C1C(=O)N(C)C(=S)N(C)C1=O, CCO. The product is Cc1nccnc1Oc1ccc(NC(=O)C2C(=O)N(C)C(=S)N(C)C2=O)cc1. Reaction SMILES: [CH3:17][c:18]1[c:19]([O:24][c:25]2[cH:26][cH:27][c:28]([NH2:29])[cH:30][cH:31]2)[n:20][cH:21][cH:22][n:23]1.[CH3:1][N:2]1[C:3](=[S:4])[N:5]([CH3:16])[C:6](=[O:7])[CH:8]([C:11]([O:13][CH2:12][CH3:14])=[O:15])[C:9]1=[O:10].[CH3:32][CH2:33][OH:34]>>[CH3:1][N:2]1[C:3](=[S:4])[N:5]([CH3:16])[C:6](=[O:7])[CH:8]([C:11](=[O:13])[NH:29][c:28]2[cH:27][cH:26][c:25]([O:24][c:19]3[c:18]([CH3:17])[n:23][cH:22][cH:21][n:20]3)[cH:31][cH:30]2)[C:9]1=[O:10].